Dataset: the Open Reaction Database (ORD), a public repository of structured organic reaction records. Task: describe an organic reaction: reactants, conditions, products, and yield Reactants: CC=1N(C=CN1)C1=CC=C(C(=O)OCC)C=C1 (ethyl 4-(2-methylimidazol-1-yl)benzoate), [H-].C(C(C)C)[Al+]CC(C)C (diisobutyl-aluminum hydride), CO (methanol), aqueous solution, [C@@H]([C@H](C(=O)[O-])O)(C(=O)[O-])O.[Na+].[K+] (Rochelle's salt). Run in C(Cl)Cl (CH2Cl2). Run at time 5 hour. The product is CC=1N(C=CN1)C1=CC=C(CO)C=C1 (4-(2-Methylimidazol-1-yl)benzyl alcohol). The yield is 94.6%. RXN SMILES: [CH3:1][C:2]1[N:3]([C:7]2[CH:17]=[CH:16][C:10]([C:11](OCC)=[O:12])=[CH:9][CH:8]=2)[CH:4]=[CH:5][N:6]=1.[H-].C([Al+]CC(C)C)C(C)C.CO.[C@H](O)(C([O-])=O)[C@@H](O)C([O-])=O.[Na+].[K+]>C(Cl)Cl>[CH3:1][C:2]1[N:3]([C:7]2[CH:17]=[CH:16][C:10]([CH2:11][OH:12])=[CH:9][CH:8]=2)[CH:4]=[CH:5][N:6]=1 |f:1.2,4.5.6|. Procedure details: To a solution of ethyl 4-(2-methylimidazol-1-yl)benzoate (46 g, 0.2 mol) in dry CH2Cl2 (1 l) cooled to -75° C. under a nitrogen atmosphere was added diisobutyl-aluminum hydride (540 ml, 0.93 M in hexane) carefully over 30 minutes and then the mixture was allowed to warm slowly to ambient temperature. After stirring for 5 hours the reaction mixture was cooled in an ice-bath and methanol (30 ml) carefully added. A 30% aqueous solution of Rochelle's salt (500 ml) was then added and the mixture stir... The reactants are ClC=1C(=C(C(N(C1Cl)C)=O)C1=CC2=CC=CC=C2C=C1)C1=CC=NC=C1 (5,6-dichloro-1-methyl-3-naphthalen-2-yl-1H-[4,4′]bipyridinyl-2-one), C(C)(C)N(CC)C(C)C (diisopropylethylamine), C(C)(C)NCC1NCCC1 (isopropyl-pyrrolidin-2-ylmethyl-amine). Solvent: C(Cl)Cl (DCM). Run at temperature 150 celsius. Yields the product ClC=1C(=C(C(N(C1N1C(CCC1)CNC(C)C)C)=O)C1=CC2=CC=CC=C2C=C1)C1=CC=NC=C1 (5-Chloro-6-[2-(isopropylamino-methyl)-pyrrolidin-1-yl]-1-methyl-3-naphthalen-2-yl-1H-[4,4′]bipyridinyl-2-one). As a reaction SMILES: [Cl:1][C:2]1[C:3]([C:21]2[CH:26]=[CH:25][N:24]=[CH:23][CH:22]=2)=[C:4]([C:11]2[CH:20]=[CH:19][C:18]3[C:13](=[CH:14][CH:15]=[CH:16][CH:17]=3)[CH:12]=2)[C:5](=[O:10])[N:6]([CH3:9])[C:7]=1Cl.C(N(C(C)C)CC)(C)C.[CH:36]([NH:39][CH2:40][CH:41]1[CH2:45][CH2:44][CH2:43][NH:42]1)([CH3:38])[CH3:37]>C(Cl)Cl>[Cl:1][C:2]1[C:3]([C:21]2[CH:26]=[CH:25][N:24]=[CH:23][CH:22]=2)=[C:4]([C:11]2[CH:20]=[CH:19][C:18]3[C:13](=[CH:14][CH:15]=[CH:16][CH:17]=3)[CH:12]=2)[C:5](=[O:10])[N:6]([CH3:9])[C:7]=1[N:42]1[CH2:43][CH2:44][CH2:45][CH:41]1[CH2:40][NH:39][CH:36]([CH3:38])[CH3:37]. Procedure details: A microwave tube was charged with 5,6-dichloro-1-methyl-3-naphthalen-2-yl-1H-[4,4′]bipyridinyl-2-one (0.300 g, 0.8 mmol), diisopropylethylamine (2 eq.) and isopropyl-pyrrolidin-2-ylmethyl-amine (1 eq). The heterogeneous suspension was heated in the microwave at 150° C. for 10 min. The resulting brownish suspension was dissolved in DCM and the crude product was purified by flash chromatography using an ISCO combiflash system with a mixture 97/3 DCM/MeOH to give the title compound. MS (ES+): 487 (...